This data is from the Open Reaction Database (ORD), a public repository of structured organic reaction records. The task is: describe an organic reaction: reactants, conditions, products, and yield The reactants are ice water, NC=1C(=NC(=C(N1)N)Cl)C(=O)N[C@H](C(=O)O)CC1=CC=CC=C1 ((S)-2-(3,5-diamino-6-chloropyrazine-2-carboxamido)-3-phenylpropionic acid), NCCNCC(COC1=CC=CC2=CC=CC=C12)O (1-β-aminoethylamino-3-α-naphthyloxypropan-2-ol), C(C(C)C)OC1N(C2=CC=CC=C2C=C1)C(=O)OCC(C)C (2-isobutoxy-1-isobutoxycarbonyl-1,2-dihydroquinoline), C([O-])(O)=O.[Na+] (sodium bicarbonate). The solvent is CS(=O)C (dimethylsulphoxide). Run at temperature 75 celsius. Yields the product NC=1C(=NC(=C(N1)N)Cl)C(=O)NC(CC1=CC=CC=C1)C(NCCNCC(COC1=CC=CC2=CC=CC=C12)O)=O (3,5-diamino-6-chloro-N-{1-[N-β-(2-hydroxy-3-α-naphthyloxypropylamino)ethylcarbamoyl]-2-phenylethyl}pyrazine-2-carboxamide). As a reaction SMILES: [NH2:1][C:2]1[C:3]([C:10]([NH:12][C@@H:13]([CH2:17][C:18]2[CH:23]=[CH:22][CH:21]=[CH:20][CH:19]=2)[C:14]([OH:16])=O)=[O:11])=[N:4][C:5]([Cl:9])=[C:6]([NH2:8])[N:7]=1.[NH2:24][CH2:25][CH2:26][NH:27][CH2:28][CH:29]([OH:42])[CH2:30][O:31][C:32]1[C:41]2[C:36](=[CH:37][CH:38]=[CH:39][CH:40]=2)[CH:35]=[CH:34][CH:33]=1.C(OC1C=CC2C(=CC=CC=2)N1C(OCC(C)C)=O)C(C)C.C(=O)(O)[O-].[Na+]>CS(C)=O>[NH2:1][C:2]1[C:3]([C:10]([NH:12][CH:13]([C:14](=[O:16])[NH:24][CH2:25][CH2:26][NH:27][CH2:28][CH:29]([OH:42])[CH2:30][O:31][C:32]2[C:41]3[C:36](=[CH:37][CH:38]=[CH:39][CH:40]=3)[CH:35]=[CH:34][CH:33]=2)[CH2:17][C:18]2[CH:23]=[CH:22][CH:21]=[CH:20][CH:19]=2)=[O:11])=[N:4][C:5]([Cl:9])=[C:6]([NH2:8])[N:7]=1 |f:3.4|. Procedure details: A stirred mixture of (S)-2-(3,5-diamino-6-chloropyrazine-2-carboxamido)-3-phenylpropionic acid (1.8 g.), 1-β-aminoethylamino-3-α-naphthyloxypropan-2-ol (1.43 g.), 2-isobutoxy-1-isobutoxycarbonyl-1,2-dihydroquinoline (1.5 g.) and dimethylsulphoxide (30 ml.) was heated at 75° C. for 18 hours, cooled and poured into ice-water (600 ml.). Aqueous 6% w/v sodium bicarbonate solution (50 ml.) was added, the mixture was filtered and the solid product was washed with diethylether (100 ml.). There was thus... Reactants: NC1=CC=C(CCC(=O)OCC)C=C1 (ethyl 4-aminohydrocinnamate), FC(CCCCCCCCCCCCCCCBr)(F)F (15-(trifluoromethyl)pentadecyl bromide). The product is FC(CCCCCCCCCCCCCCCNC1=CC=C(CCC(=O)OCC)C=C1)(F)F (ethyl 4-[15-(trifluoromethyl)pentadecylamino]hydrocinnamate). Reaction SMILES: [NH2:1][C:2]1[CH:14]=[CH:13][C:5]([CH2:6][CH2:7][C:8]([O:10][CH2:11][CH3:12])=[O:9])=[CH:4][CH:3]=1.[F:15][C:16]([F:34])([F:33])[CH2:17][CH2:18][CH2:19][CH2:20][CH2:21][CH2:22][CH2:23][CH2:24][CH2:25][CH2:26][CH2:27][CH2:28][CH2:29][CH2:30][CH2:31]Br>>[F:15][C:16]([F:33])([F:34])[CH2:17][CH2:18][CH2:19][CH2:20][CH2:21][CH2:22][CH2:23][CH2:24][CH2:25][CH2:26][CH2:27][CH2:28][CH2:29][CH2:30][CH2:31][NH:1][C:2]1[CH:3]=[CH:4][C:5]([CH2:6][CH2:7][C:8]([O:10][CH2:11][CH3:12])=[O:9])=[CH:13][CH:14]=1. Procedure: In a manner directly analogous to that described in Example 8, ethyl 4-aminohydrocinnamate is alkylated with 15-(trifluoromethyl)pentadecyl bromide to form ethyl 4-[15-(trifluoromethyl)pentadecylamino]hydrocinnamate. Subsequently, in a manner directly analogous to that described in Example 9, ethyl 4-[15-(trifluoromethyl)pentadecylamino]hydrocinnamate is hydrolyzed to 4-[15-(trifluoromethyl)pentadecylamino]hydrocinnamic acid. Reactants: N1(C=NC=C1)CCCCN1C(C2=CC=CC=C2C1=O)=O (2-[4-(1H-imidazol-1-yl)butyl]-1H-isoindole-1,3(2H)-dione), O.NN (hydrazine hydrate), N1(C=NC=C1)CCCCCCN (1H-imidazole-1-hexanamine), N1(C=NC=C1)CCCCCCCN (1H-imidazole-1-heptanamine), Cl (hydrochloric acid), N1(C=NC=C1)CCCCCCCCN (1H-imidazole-1-octanamine). Run in C(C)O (ethanol). Product: N1(C=NC=C1)CCCCN (1H-Imidazole-1-butanamine). RXN SMILES: [N:1]1([CH2:6][CH2:7][CH2:8][CH2:9][N:10]2C(=O)C3C(=CC=CC=3)C2=O)[CH:5]=[CH:4][N:3]=[CH:2]1.O.NN.Cl.N1(CCCCCCN)C=CN=C1.N1(CCCCCCCN)C=CN=C1.N1(CCCCCCCCN)C=CN=C1>C(O)C>[N:1]1([CH2:6][CH2:7][CH2:8][CH2:9][NH2:10])[CH:5]=[CH:4][N:3]=[CH:2]1 |f:1.2|. Reported procedure: A mixture of 0.2 mole of 2-[4-(1H-imidazol-1-yl)butyl]-1H-isoindole-1,3(2H)-dione, 0.22 mole of hydrazine hydrate and 400 ml of ethanol was heated on a steam bath for 3 hours and then treated with 400 ml of 3N hydrochloric acid and then heated at reflux for an additional 2 hours. The insoluble material was filtered off and the mother liquor was concentrated to a low volume and again filtered. The remainder of the volatile material was distilled off and the residue was treated with saturated pota... The reactants are N#Cc1cc(Br)cc2ccc(O)cc12, C1CCOC1, O=C1CCC(=O)N1Cl. Product: N#Cc1cc(Br)cc2ccc(O)c(Cl)c12. Reaction SMILES: [Br:1][c:2]1[cH:3][c:4]([C:13]#[N:14])[c:5]2[cH:6][c:7]([OH:12])[cH:8][cH:9][c:10]2[cH:11]1.[CH2:23]1[O:24][CH2:25][CH2:26][CH2:27]1.[Cl:15][N:16]1[C:17](=[O:18])[CH2:19][CH2:20][C:21]1=[O:22]>>[Br:1][c:2]1[cH:3][c:4]([C:13]#[N:14])[c:5]2[c:6]([Cl:15])[c:7]([OH:12])[cH:8][cH:9][c:10]2[cH:11]1. Product: C[Si](CCOCN1C=CC=2C1=NC=CC2C=2C=NN(C2)C2(CNC2)CC#N)(C)C ({3-[4-(1-{[2-(trimethylsilyl)ethoxy]methyl}-1H-pyrrolo[2,3-b]pyridin-4-yl)-1H-pyrazol-1-yl]azetidin-3-yl}acetonitrile). Reaction conditions: time 2 hour. Starting materials: C(#N)CC1(CN(C1)C(=O)OC(C)(C)C)N1N=CC(=C1)C1=C2C(=NC=C1)N(C=C2)COCC[Si](C)(C)C (tert-butyl 3-(cyanomethyl)-3-[4-(1-{[2-(trimethylsilyl)ethoxy]methyl}-1H-pyrrolo[2,3-b]pyridin-4-yl)-1H-pyrazol-1-yl]azetidine-1-carboxylate), solution, Cl (hydrogen chloride), O1CCOCC1 (1,4-dioxane). As a reaction SMILES: [C:1]([CH2:3][C:4]1([N:15]2[CH:19]=[C:18]([C:20]3[CH:25]=[CH:24][N:23]=[C:22]4[N:26]([CH2:29][O:30][CH2:31][CH2:32][Si:33]([CH3:36])([CH3:35])[CH3:34])[CH:27]=[CH:28][C:21]=34)[CH:17]=[N:16]2)[CH2:7][N:6](C(OC(C)(C)C)=O)[CH2:5]1)#[N:2].Cl.O1CCOCC1>C1COCC1.CO>[CH3:35][Si:33]([CH3:34])([CH3:36])[CH2:32][CH2:31][O:30][CH2:29][N:26]1[C:22]2=[N:23][CH:24]=[CH:25][C:20]([C:18]3[CH:17]=[N:16][N:15]([C:4]4([CH2:3][C:1]#[N:2])[CH2:5][NH:6][CH2:7]4)[CH:19]=3)=[C:21]2[CH:28]=[CH:27]1. Solvent: C1CCOC1 (THF), CO (methanol). Reported procedure: A solution of tert-butyl 3-(cyanomethyl)-3-[4-(1-{[2-(trimethylsilyl)ethoxy]methyl}-1H-pyrrolo[2,3-b]pyridin-4-yl)-1H-pyrazol-1-yl]azetidine-1-carboxylate (341 mg, 0.67 mmol) in THF (5 mL) and methanol (5 mL) was added a 4.0 M solution of hydrogen chloride in 1,4-dioxane (5 mL, 20 mmol). The mixture was stirred at room temperature for 2 hours and concentrated to give 347 mg (100%) of {3-[4-(1-{[2-(trimethylsilyl)ethoxy]methyl}-1H-pyrrolo[2,3-b]pyridin-4-yl)-1H-pyrazol-1-yl]azetidin-3-yl}acetonit... Yield: 126.8%.